This data is from the Open Reaction Database (ORD), a public repository of structured organic reaction records. The task is: describe an organic reaction: reactants, conditions, products, and yield The reactants are OC1=C(C=CC=2C(C3=CC=CC=C3CC12)=O)O (1,2-dihydroxy-10-anthrone), C(C1=CC=CC=C1)OC1=CC=C(C(=O)Cl)C=C1 (4-benzyloxybenzoyl chloride), ( 3 ). Yields the product C(C1=CC=CC=C1)OC1=CC=C(C(=O)OC2=C(C=CC3=C(C4=CC=CC=C4C=C23)OC(C2=CC=C(C=C2)OCC2=CC=CC=C2)=O)OC(C2=CC=C(C=C2)OCC2=CC=CC=C2)=O)C=C1 (1,2,10-tris(4-benzyloxybenzoyloxy)anthracene). Isolated yield 18.7%. RXN SMILES: [OH:1][C:2]1[C:15]2[CH2:14][C:13]3[C:8](=[CH:9][CH:10]=[CH:11][CH:12]=3)[C:7](=[O:16])[C:6]=2[CH:5]=[CH:4][C:3]=1[OH:17].[CH2:18]([O:25][C:26]1[CH:34]=[CH:33][C:29]([C:30](Cl)=[O:31])=[CH:28][CH:27]=1)[C:19]1[CH:24]=[CH:23][CH:22]=[CH:21][CH:20]=1>>[CH2:18]([O:25][C:26]1[CH:34]=[CH:33][C:29]([C:30]([O:1][C:2]2[C:15]3[C:6](=[C:7]([O:16][C:30](=[O:31])[C:29]4[CH:28]=[CH:27][C:26]([O:25][CH2:18][C:19]5[CH:20]=[CH:21][CH:22]=[CH:23][CH:24]=5)=[CH:34][CH:33]=4)[C:8]4[C:13]([CH:14]=3)=[CH:12][CH:11]=[CH:10][CH:9]=4)[CH:5]=[CH:4][C:3]=2[O:17][C:30](=[O:31])[C:29]2[CH:28]=[CH:27][C:26]([O:25][CH2:18][C:19]3[CH:20]=[CH:21][CH:22]=[CH:23][CH:24]=3)=[CH:34][CH:33]=2)=[O:31])=[CH:28][CH:27]=1)[C:19]1[CH:24]=[CH:23][CH:22]=[CH:21][CH:20]=1. Procedure details: Using 1,2-dihydroxy-10-anthrone (2.26 g) and 4-benzyloxybenzoyl chloride (8 g) obtained in Synthesis Example 1, (2), the reaction was carried out in the same manner as described in Synthesis Example 1, (3). The crude solid (3.5 g) was chromatographed on silica gel (Wakogel C-200, a trade name, mfd. by Wako Pure Chemical Industries, Ltd.) with n-hexane/methylene chloride [4/1→2/1→1/1 (v/v)] as eluent to give 1.6 g of 1,2,10-tris(4-benzyloxybenzoyloxy)anthracene as yellow crystals. Starting materials: COc1ccc2c(c1)SCc1cccc([N+](=O)[O-])c1C2=O, CCO, Cl[Fe](Cl)Cl, [Fe], O. Yields the product COc1ccc2c(c1)SCc1cccc(N)c1C2=O. RXN SMILES: [CH3:1][O:2][c:3]1[cH:4][cH:5][c:6]2[c:7]([cH:21]1)[S:8][CH2:9][c:10]1[c:11]([c:14]([N+:18]([O-:19])=[O:20])[cH:15][cH:16][cH:17]1)[C:12]2=[O:13].[CH3:23][CH2:24][OH:25].[Cl:27][Fe:28]([Cl:29])[Cl:30].[Fe:26].[OH2:22]>>[CH3:1][O:2][c:3]1[cH:4][cH:5][c:6]2[c:7]([cH:21]1)[S:8][CH2:9][c:10]1[c:11]([c:14]([NH2:18])[cH:15][cH:16][cH:17]1)[C:12]2=[O:13]. Starting materials: CC(C)Br, [H-], [Na+], O=P([O-])([O-])[O-], CN(C)C=O, OCc1ccc(O)cc1. The product is CC(C)Oc1ccc(CO)cc1. As a reaction SMILES: [CH:12]([CH3:13])([CH3:14])[Br:15].[H-:10].[Na+:11].[O-:16][P:17](=[O:18])([O-:19])[O-:20].[O:21]=[CH:22][N:23]([CH3:24])[CH3:25].[OH:1][c:2]1[cH:3][cH:4][c:5]([CH2:6][OH:7])[cH:8][cH:9]1>>[O:1]([c:2]1[cH:3][cH:4][c:5]([CH2:6][OH:7])[cH:8][cH:9]1)[CH:12]([CH3:13])[CH3:14]. The reactants are C(SCC)([S-])=S.[K+] (potassium ethyl trithiocarbonate), C(C)(=O)OC1C(C(N1)=O)C(C)C (4-acetoxy-3-isopropylazetidin-2-one), C1(=CC=CC=C1)C.C(C)(=O)OCC (toluene ethyl acetate), CC(=O)C (acetone). Solvent: O (water), O (water). The product is C(C)SC(=S)SC1C(C(N1)=O)C(C)C (4-ethylthiothiocarbonylthio-3-isopropyl-2-oxoazetidine). As a reaction SMILES: [C:1](=[S:6])([S-:5])[S:2][CH2:3][CH3:4].[K+].C(O[CH:12]1[NH:15][C:14](=[O:16])[CH:13]1[CH:17]([CH3:19])[CH3:18])(=O)C.CC(C)=O.C1(C)C=CC=CC=1.C(OCC)(=O)C>O>[CH2:3]([S:2][C:1]([S:5][CH:12]1[NH:15][C:14](=[O:16])[CH:13]1[CH:17]([CH3:19])[CH3:18])=[S:6])[CH3:4] |f:0.1,4.5|. Procedure details: A solution of 230 mg of potassium ethyl trithiocarbonate in 1.5 ml of water is added dropwise at room temperature, in a nitrogen atmosphere, to a solution of 195 mg (1.14 mmole) of 4-acetoxy-3-isopropylazetidin-2-one (racemic mixture of cis- and trans-isomer in the ratio of 1:3) in 1 ml of water and 0.2 ml of acetone and the mixture is stirred at the same temperature for 120 minutes. The reaction mixture is exhaustively extracted with methylene chloride. The combined organic phases are dried ove... The reactants are S1(NC(C=C1)=O)=O (4-isothiazolin-3-one 1-oxide), C(CCl)Cl (ethylene dichloride), S(=O)(=O)(Cl)Cl (sulfuryl chloride), product. Run at time 8 hour. The product is ClC1C(NS(C1Cl)=O)=O (4,5-dichloro-3-isothiazolidinone 1-oxide). RXN SMILES: [S:1]1(=[O:7])C=C[C:3](=[O:6])[NH:2]1.S(Cl)(Cl)(=O)=O.[CH2:13]([Cl:16])[CH2:14][Cl:15]>>[Cl:15][CH:14]1[CH:13]([Cl:16])[S:1](=[O:7])[NH:2][C:3]1=[O:6]. Procedure: To a solution of 2.2g. (0.02 mole) of 4-isothiazolin-3-one 1-oxide in 80 ml. ethylene dichloride (EDC) is added 2.4g. (0.02 mole) of sulfuryl chloride. The mixture is stirred at room temperature overnight. The white solid which forms is filtered, washed with EDC and air dried to yield 2.0g. (52%) of product. The reactants are C(C1=CC=CC=C1)N1N=C2C=C(C=CC2=C1)B1OC(C(O1)(C)C)(C)C (2-benzyl-6-(4,4,5,5-tetramethyl-1,3,2-dioxaborolan-2-yl)-2H-Indazole), ClN1C(CCC1=O)=O (N-chlorosuccinimide). The solvent is C1CCOC1 (THF). Conditions: temperature 40 celsius. Yields the product C(C1=CC=CC=C1)N1N=C2C=C(C=CC2=C1Cl)B1OC(C(O1)(C)C)(C)C (2-benzyl-3-chloro-6-(4,4,5,5-tetramethyl-1,3,2-dioxaborolan-2-yl)-2H-indazole). The yield is 81.7%. RXN SMILES: [CH2:1]([N:8]1[CH:16]=[C:15]2[C:10]([CH:11]=[C:12]([B:17]3[O:21][C:20]([CH3:23])([CH3:22])[C:19]([CH3:25])([CH3:24])[O:18]3)[CH:13]=[CH:14]2)=[N:9]1)[C:2]1[CH:7]=[CH:6][CH:5]=[CH:4][CH:3]=1.[Cl:26]N1C(=O)CCC1=O>C1COCC1>[CH2:1]([N:8]1[C:16]([Cl:26])=[C:15]2[C:10]([CH:11]=[C:12]([B:17]3[O:18][C:19]([CH3:25])([CH3:24])[C:20]([CH3:23])([CH3:22])[O:21]3)[CH:13]=[CH:14]2)=[N:9]1)[C:2]1[CH:3]=[CH:4][CH:5]=[CH:6][CH:7]=1. Procedure details: To a solution of 2-benzyl-6-(4,4,5,5-tetramethyl-1,3,2-dioxaborolan-2-yl)-2H-Indazole (200 mg, 0.598 mmol) in THF (2 mL), was added N-chlorosuccinimide (95.9 mg, 0.718 mmol). The mixture was heated at 40° C. for 4 hr, cooled to rt then concentrated to dryness. The crude material was purified by ISCO® chromatography using a gradient of 1-7% EtOAc in hexane to afford the desired product (180.1 mg, 82%). 1H NMR (400 MHz, DMF-d6) δ 7.98 (s, 1H), 7.59 (d, 1H), 7.38-7.28 (m, 4H), 7.22-7.19 (m, 2H), 5.... Reaction SMILES: [CH3:25][N:26]([CH3:27])[CH:28]=[O:29].[Cl:1][c:2]1[o:3][c:4]([CH2:14][CH2:15][C:16](=[O:17])[O:18][CH3:19])[c:5](-[c:7]2[cH:8][cH:9][c:10]([Cl:13])[cH:11][cH:12]2)[n:6]1.[H-:30].[Na+:31].[OH2:32].[nH:20]1[cH:21][n:22][cH:23][cH:24]1>>[c:2]1(-[n:20]2[cH:21][n:22][cH:23][cH:24]2)[o:3][c:4]([CH2:14][CH2:15][C:16](=[O:17])[O:18][CH3:19])[c:5](-[c:7]2[cH:8][cH:9][c:10]([Cl:13])[cH:11][cH:12]2)[n:6]1. Reactants: CN(C)C=O, COC(=O)CCc1oc(Cl)nc1-c1ccc(Cl)cc1, [H-], [Na+], O, c1c[nH]cn1. Product: COC(=O)CCc1oc(-n2ccnc2)nc1-c1ccc(Cl)cc1. Starting materials: C, CC(C)COc1ccc(C(=O)c2ccc(OCC(C)C)c(CC(=O)O)c2)c(OCC(C)C)c1, CCO, [H][H], [Pd]. Product: CC(C)COc1ccc(Cc2ccc(OCC(C)C)c(CC(=O)O)c2)c(OCC(C)C)c1. As a reaction SMILES: [C:39].[CH2:1]([CH:2]([CH3:3])[CH3:4])[O:5][c:6]1[c:7]([C:8](=[O:9])[c:10]2[cH:11][cH:12][c:13]([O:20][CH2:21][CH:22]([CH3:23])[CH3:24])[c:14]([CH2:16][C:17](=[O:18])[OH:19])[cH:15]2)[cH:25][cH:26][c:27]([O:29][CH2:30][CH:31]([CH3:32])[CH3:33])[cH:28]1.[CH3:36][CH2:37][OH:38].[H:34][H:35].[Pd:40]>>[CH2:1]([CH:2]([CH3:3])[CH3:4])[O:5][c:6]1[c:7]([CH2:8][c:10]2[cH:11][cH:12][c:13]([O:20][CH2:21][CH:22]([CH3:23])[CH3:24])[c:14]([CH2:16][C:17](=[O:18])[OH:19])[cH:15]2)[cH:25][cH:26][c:27]([O:29][CH2:30][CH:31]([CH3:32])[CH3:33])[cH:28]1. Reactants: [H-], CI, NC(Cc1c[nH]c2ccccc12)C(=O)O, [Na+], CN(C)C=O. Product: CNC(Cc1c[nH]c2ccccc12)C(=O)O. RXN SMILES: [H-:16].[I:18][CH3:19].[NH2:1][CH:2]([CH2:3][c:4]1[cH:5][nH:6][c:7]2[cH:8][cH:9][cH:10][cH:11][c:12]12)[C:13]([OH:14])=[O:15].[Na+:17].[O:20]=[CH:21][N:22]([CH3:23])[CH3:24]>>[NH:1]([CH:2]([CH2:3][c:4]1[cH:5][nH:6][c:7]2[cH:8][cH:9][cH:10][cH:11][c:12]12)[C:13]([OH:14])=[O:15])[CH3:19]. Reactants: O (water), COC1=CC=C(C=C1)N1C(C=CC1)=O (1-(4-methoxyphenyl)-1,5-dihydro-2H-pyrrol-2-one), O=C(CNC(C1=CC(=CC=C1)C(F)(F)F)=O)N[C@H]1CNCC1 (N-{2-oxo-2-[(3R)-pyrrolidin-3-ylamino]ethyl}-3-(trifluoromethyl)benzamide), crude mixture, [NH4+].[OH-] (NH4OH). Solvent: CO (MeOH), CCOC(=O)C (EtOAc). Product: COC1=CC=C(C=C1)N1CC(CC1=O)N1C[C@@H](CC1)NC(CNC(C1=CC(=CC=C1)C(F)(F)F)=O)=O (N-(2-{[(3R)-1′-(4-methoxyphenyl)-5′-oxo-1,3′-bipyrrolidin-3-yl]amino}-2-oxoethyl)-3-(trifluoromethyl)benzamide). The yield is 21.5%. Reaction SMILES: O.[CH3:2][O:3][C:4]1[CH:9]=[CH:8][C:7]([N:10]2[CH2:14][CH:13]=[CH:12][C:11]2=[O:15])=[CH:6][CH:5]=1.[O:16]=[C:17]([NH:32][C@@H:33]1[CH2:37][CH2:36][NH:35][CH2:34]1)[CH2:18][NH:19][C:20](=[O:31])[C:21]1[CH:26]=[CH:25][CH:24]=[C:23]([C:27]([F:30])([F:29])[F:28])[CH:22]=1.[NH4+].[OH-]>CCOC(C)=O.CO>[CH3:2][O:3][C:4]1[CH:5]=[CH:6][C:7]([N:10]2[C:11](=[O:15])[CH2:12][CH:13]([N:35]3[CH2:36][CH2:37][C@@H:33]([NH:32][C:17](=[O:16])[CH2:18][NH:19][C:20](=[O:31])[C:21]4[CH:26]=[CH:25][CH:24]=[C:23]([C:27]([F:28])([F:30])[F:29])[CH:22]=4)[CH2:34]3)[CH2:14]2)=[CH:8][CH:9]=1 |f:3.4|. Procedure details: A slurry of water (20 μL, 0.10 mmol), 1-(4-methoxyphenyl)-1,5-dihydro-2H-pyrrol-2-one (200 mg, 1.06 mmol) and N-{2-oxo-2-[(3R)-pyrrolidin-3-ylamino]ethyl}-3-(trifluoromethyl)benzamide (666 mg, 2.12 mmol) was heated to 90° C. overnight. The crude mixture was subjected to flash chromatography (1% NH4OH, 15% MeOH, EtOAc) to afford, as a mixture of diastereomers, N-(2-{[(3R)-1′-(4-methoxyphenyl)-5′-oxo-1,3′-bipyrrolidin-3-yl]amino}-2-oxoethyl)-3-(trifluoromethyl)benzamide as a white solid (115 mg, 2...